From a dataset of the Open Reaction Database (ORD), a public repository of structured organic reaction records. describe an organic reaction: reactants, conditions, products, and yield Starting materials: ClC1=NC(=C(C2=C1C(N(C2(C)C)CC2=C(C=C(C=C2)OC)OC)=O)F)N[C@H]2[C@H](CCCC2)NC(OC(C)(C)C)=O (tert-butyl (1S,2R)-2-(4-chloro-2-(2,4-dimethoxybenzyl)-7-fluoro-1,1-dimethyl-3-oxo-2,3-dihydro-1H-pyrrolo[3,4-c]pyridin-6-ylamino)cyclohexylcarbamate), C(=O)([O-])[O-].[Na+].[Na+] (Na2CO3), CN1N=CC(=C1)B1OC(C(O1)(C)C)(C)C (1-methyl-4-(4,4,5,5-tetramethyl-1,3,2-dioxaborolan-2-yl)-1H-pyrazole). Reagents/catalysts: Cl[Pd]([P](C1=CC=CC=C1)(C2=CC=CC=C2)C3=CC=CC=C3)([P](C4=CC=CC=C4)(C5=CC=CC=C5)C6=CC=CC=C6)Cl (bis(triphenylphosphine)palladium chloride). Run in CN(C)C=O (DMF). Conditions: temperature 160 celsius. Yields the product COC1=C(CN2C(C=3C(=NC(=C(C3C2(C)C)F)N[C@H]2[C@H](CCCC2)NC(OC(C)(C)C)=O)C=2C=NN(C2)C)=O)C=CC(=C1)OC (tert-Butyl (1S,2R)-2-(2-(2,4-dimethoxybenzyl)-7-fluoro-1,1-dimethyl-4-(1-methyl-1H-pyrazol-4-yl)-3-oxo-2,3-dihydro-1H-pyrrolo[3,4-c]pyridin-6-ylamino)cyclohexylcarbamate). The yield is 15.4%. Reaction SMILES: Cl[C:2]1[C:7]2[C:8](=[O:24])[N:9]([CH2:13][C:14]3[CH:19]=[CH:18][C:17]([O:20][CH3:21])=[CH:16][C:15]=3[O:22][CH3:23])[C:10]([CH3:12])([CH3:11])[C:6]=2[C:5]([F:25])=[C:4]([NH:26][C@@H:27]2[CH2:32][CH2:31][CH2:30][CH2:29][C@@H:28]2[NH:33][C:34](=[O:40])[O:35][C:36]([CH3:39])([CH3:38])[CH3:37])[N:3]=1.C([O-])([O-])=O.[Na+].[Na+].[CH3:47][N:48]1[CH:52]=[C:51](B2OC(C)(C)C(C)(C)O2)[CH:50]=[N:49]1>Cl[Pd](Cl)([P](C1C=CC=CC=1)(C1C=CC=CC=1)C1C=CC=CC=1)[P](C1C=CC=CC=1)(C1C=CC=CC=1)C1C=CC=CC=1.CN(C=O)C>[CH3:23][O:22][C:15]1[CH:16]=[C:17]([O:20][CH3:21])[CH:18]=[CH:19][C:14]=1[CH2:13][N:9]1[C:10]([CH3:12])([CH3:11])[C:6]2[C:5]([F:25])=[C:4]([NH:26][C@@H:27]3[CH2:32][CH2:31][CH2:30][CH2:29][C@@H:28]3[NH:33][C:34](=[O:40])[O:35][C:36]([CH3:38])([CH3:39])[CH3:37])[N:3]=[C:2]([C:51]3[CH:50]=[N:49][N:48]([CH3:47])[CH:52]=3)[C:7]=2[C:8]1=[O:24] |f:1.2.3,^1:64,83|. Procedure details: In a sealed tube, a mixture of tert-butyl (1S,2R)-2-(4-chloro-2-(2,4-dimethoxybenzyl)-7-fluoro-1,1-dimethyl-3-oxo-2,3-dihydro-1H-pyrrolo[3,4-c]pyridin-6-ylamino)cyclohexylcarbamate (30 mg, 0.052 mmol), Na2CO3 aq (2M, 0.065 mL, 0.130 mmol), 1-methyl-4-(4,4,5,5-tetramethyl-1,3,2-dioxaborolan-2-yl)-1H-pyrazole (12.98 mg, 0.062 mmol), bis(triphenylphosphine)palladium chloride (3.65 mg, 5.20 μmol), and DMF (1 mL) was heated at 160° C. for 0.5 h in a microwave oven. The reaction mixture was then heate...